Dataset: the Open Reaction Database (ORD), a public repository of structured organic reaction records. Task: describe an organic reaction: reactants, conditions, products, and yield Starting materials: CCN(c1nc(C)cc(N2CCC(O)(c3cccs3)CC2)n1)c1ccc(C(C)C)cc1Br, O=CO, [Na+], O=C([O-])O. Product: CCN(c1nc(C)cc(N2CC=C(c3cccs3)CC2)n1)c1ccc(C(C)C)cc1Br. RXN SMILES: [Br:1][c:2]1[c:3]([N:11]([CH2:12][CH3:13])[c:14]2[n:15][c:16]([CH3:32])[cH:17][c:18]([N:20]3[CH2:21][CH2:22][C:23]([OH:26])([c:27]4[s:28][cH:29][cH:30][cH:31]4)[CH2:24][CH2:25]3)[n:19]2)[cH:4][cH:5][c:6]([CH:8]([CH3:9])[CH3:10])[cH:7]1.[CH:38]([OH:39])=[O:40].[Na+:33].[OH:34][C:35](=[O:36])[O-:37]>>[Br:1][c:2]1[c:3]([N:11]([CH2:12][CH3:13])[c:14]2[n:15][c:16]([CH3:32])[cH:17][c:18]([N:20]3[CH2:21][CH:22]=[C:23]([c:27]4[s:28][cH:29][cH:30][cH:31]4)[CH2:24][CH2:25]3)[n:19]2)[cH:4][cH:5][c:6]([CH:8]([CH3:9])[CH3:10])[cH:7]1.